The task is: describe an organic reaction: reactants, conditions, products, and yield. This data is from the Open Reaction Database (ORD), a public repository of structured organic reaction records. The reactants are P(=O)(O)(O)OC[C@@H]1[C@H](C[C@@H](O1)N1C(=O)NC(=O)C(=C1)N)O (5-amino-2'-deoxyuridine-5'-monophosphate), N(=O)[O-].[Na+] (sodium nitrite). Procedure: acidifying said 5-amino-2'-deoxyuridine-5'-monophosphate and reacting the acidified product with sodium nitrite to produce 5-diazo-2'-deoxyuridine-5'-monophosphate; RXN SMILES: [P:1]([O:5][CH2:6][C@H:7]1[O:11][C@@H:10]([N:12]2[CH:19]=[C:18]([NH2:20])[C:16](=[O:17])[NH:15][C:13]2=[O:14])[CH2:9][C@@H:8]1[OH:21])([OH:4])([OH:3])=[O:2].[N:22]([O-])=O.[Na+]>>[P:1]([O:5][CH2:6][C@H:7]1[O:11][C@@H:10]([N:12]2[CH2:19][C:18](=[N+:20]=[N-:22])[C:16](=[O:17])[NH:15][C:13]2=[O:14])[CH2:9][C@@H:8]1[OH:21])([OH:3])([OH:4])=[O:2] |f:1.2|. Yields the product P(=O)(O)(O)OC[C@@H]1[C@H](C[C@@H](O1)N1C(=O)NC(=O)C(C1)=[N+]=[N-])O (5-diazo-2'-deoxyuridine-5'-monophosphate). The reactants are C(C)(=O)C1=CC=2N(C=C1)C(=CN2)C(=O)NC2=C1C=NN(C1=CC=C2)CC2=CC=CC=C2 (7-acetyl-N-(1-benzyl-1H-indazol-4-yl)imidazo[1,2-a]pyridine-3-carboxamide), C1CCOC1.CO (THF MeOH), [BH4-].[Na+] (sodium borohydride), crude product. The solvent is CO.C(Cl)Cl (MeOH DCM). Reaction conditions: time 8 hour. The product is C(C1=CC=CC=C1)N1N=CC2=C(C=CC=C12)NC(=O)C1=CN=C2N1C=CC(=C2)C(C)O (N-(1-benzyl-1H-indazol-4-yl)-7-(1-hydroxyethyl)imidazo[1,2-a]pyridine-3-carboxamide). Yield: 89.1%. As a reaction SMILES: [C:1]([C:4]1[CH:9]=[CH:8][N:7]2[C:10]([C:13]([NH:15][C:16]3[CH:24]=[CH:23][CH:22]=[C:21]4[C:17]=3[CH:18]=[N:19][N:20]4[CH2:25][C:26]3[CH:31]=[CH:30][CH:29]=[CH:28][CH:27]=3)=[O:14])=[CH:11][N:12]=[C:6]2[CH:5]=1)(=[O:3])[CH3:2].C1COCC1.CO.[BH4-].[Na+]>CO.C(Cl)Cl>[CH2:25]([N:20]1[C:21]2[C:17](=[C:16]([NH:15][C:13]([C:10]3[N:7]4[CH:8]=[CH:9][C:4]([CH:1]([OH:3])[CH3:2])=[CH:5][C:6]4=[N:12][CH:11]=3)=[O:14])[CH:24]=[CH:23][CH:22]=2)[CH:18]=[N:19]1)[C:26]1[CH:31]=[CH:30][CH:29]=[CH:28][CH:27]=1 |f:1.2,3.4,5.6|. Reported procedure: A solution of 7-acetyl-N-(1-benzyl-1H-indazol-4-yl)imidazo[1,2-a]pyridine-3-carboxamide (Example 146; 10 mg, 0.024 mmol) in a 1:1 THF/MeOH mixture (0.2 mL) was treated at ambient temperature with excess sodium borohydride (3.7 mL, 0.10 mmol), and stirring continued overnight. The reaction was quenched with excess saturated aqueous sodium bicarbonate and the resulting suspension was extracted with EtOAc and DCM. The combined organic extracts were dried over anhydrous sodium sulfate, and concentra... The reactants are BrC(Br)(Br)Br, CCOCC, ClCCl, O=S(=O)(c1ccccc1)n1ccc2c(CO)cccc21, c1ccc(P(c2ccccc2)c2ccccc2)cc1. Product: O=S(=O)(c1ccccc1)n1ccc2c(CBr)cccc21. Reaction SMILES: [C:21]([Br:22])([Br:23])([Br:24])[Br:25].[CH3:45][CH2:46][O:47][CH2:48][CH3:49].[Cl:50][CH2:51][Cl:52].[c:1]1([S:7](=[O:8])(=[O:9])[n:10]2[cH:11][cH:12][c:13]3[c:14]([CH2:19][OH:20])[cH:15][cH:16][cH:17][c:18]23)[cH:2][cH:3][cH:4][cH:5][cH:6]1.[c:26]1([P:27]([c:28]2[cH:29][cH:30][cH:31][cH:32][cH:33]2)[c:34]2[cH:35][cH:36][cH:37][cH:38][cH:39]2)[cH:40][cH:41][cH:42][cH:43][cH:44]1>>[c:1]1([S:7](=[O:8])(=[O:9])[n:10]2[cH:11][cH:12][c:13]3[c:14]([CH2:19][Br:22])[cH:15][cH:16][cH:17][c:18]23)[cH:2][cH:3][cH:4][cH:5][cH:6]1. Starting materials: C(C)OC(=O)C=1C=NN(C1S(=O)(=O)N)C1=NC=CC=C1 (4-ethoxycarbonyl-1-(2-pyridyl)pyrazole-5-sulfonamide), C([O-])([O-])=O.[K+].[K+] (potassium carbonate), C(CCC)N=C=O (n-butylisocyanate). Solvent: CC(=O)C (acetone). Product: C(CCC)NC(=O)NS(=O)(=O)C1=C(C=NN1C1=NC=CC=C1)C(=O)OCC (N-(n-butylcarbamoyl)-4-ethoxycarbonyl-1-(2-pyridyl)pyrazole-5-sulfonamide). Isolated yield 95.2%. RXN SMILES: [CH2:1]([O:3][C:4]([C:6]1[CH:7]=[N:8][N:9]([C:15]2[CH:20]=[CH:19][CH:18]=[CH:17][N:16]=2)[C:10]=1[S:11]([NH2:14])(=[O:13])=[O:12])=[O:5])[CH3:2].C(=O)([O-])[O-].[K+].[K+].[CH2:27]([N:31]=[C:32]=[O:33])[CH2:28][CH2:29][CH3:30]>CC(C)=O>[CH2:27]([NH:31][C:32]([NH:14][S:11]([C:10]1[N:9]([C:15]2[CH:20]=[CH:19][CH:18]=[CH:17][N:16]=2)[N:8]=[CH:7][C:6]=1[C:4]([O:3][CH2:1][CH3:2])=[O:5])(=[O:13])=[O:12])=[O:33])[CH2:28][CH2:29][CH3:30] |f:1.2.3|. Reported procedure: To a 70 ml acetone mixture of 8.5 g of 4-ethoxycarbonyl-1-(2-pyridyl)pyrazole-5-sulfonamide and 6.0 g of anhydrous potassium carbonate, added was 3.3 g of n-butylisocyanate at room temperature, followed by heating under reflux for 3 hours. After the reaction was completed, acetone was evaporated under reduced pressure, and then the residue was emptied into ice water to filter insolbles off, and then the filtrate was precipitated with hydrochloric acid. Crystals precipitated was filtered, washed ... Reactants: C[C@H]1[C@H]([C@H](C[C@@H](O1)O[C@H]2C[C@@]([C@@H](C3=C2C(=C4C(=C3)C(=O)C5=C(C4=O)C(=CC=C5)O)O)C(=O)OC)(C)O)N(C)C)O[C@H]6C[C@@H]([C@@H]([C@@H](O6)C)O[C@H]7CCC(=O)[C@@H](O7)C)O (auramycin A), Cl.CO (hydrochloric acid methanol), O (water), [OH-].[Na+] (sodium hydroxide). Solvent: CC(=O)C (acetone), CO (methanol). Yields the product CC1C(C(CC(O1)OC2CC(C(C3=C2C(=C4C(=C3)C(=O)C5=C(C4=O)C(=CC=C5)O)O)C(=O)OC)(C)O)N(C)C)O (auramycin D). The yield is 61.8%. RXN SMILES: [CH3:1][C@@H:2]1[O:7][C@@H:6]([O:8][C@@H:9]2[C:14]3[C:15]([OH:30])=[C:16]4[C:23](=[O:24])[C:22]5[C:25]([OH:29])=[CH:26][CH:27]=[CH:28][C:21]=5[C:19](=[O:20])[C:17]4=[CH:18][C:13]=3[C@@H:12]([C:31]([O:33][CH3:34])=[O:32])[C@@:11]([OH:36])([CH3:35])[CH2:10]2)[CH2:5][C@H:4]([N:37]([CH3:39])[CH3:38])[C@@H:3]1[O:40][C@@H]1O[C@@H](C)[C@@H](O[C@@H]2O[C@@H](C)C(=O)CC2)[C@@H](O)C1.Cl.CO.[OH-].[Na+].O>CC(C)=O.CO>[CH3:1][CH:2]1[O:7][CH:6]([O:8][CH:9]2[C:14]3[C:15]([OH:30])=[C:16]4[C:23](=[O:24])[C:22]5[C:25]([OH:29])=[CH:26][CH:27]=[CH:28][C:21]=5[C:19](=[O:20])[C:17]4=[CH:18][C:13]=3[CH:12]([C:31]([O:33][CH3:34])=[O:32])[C:11]([OH:36])([CH3:35])[CH2:10]2)[CH2:5][CH:4]([N:37]([CH3:39])[CH3:38])[CH:3]1[OH:40] |f:1.2,3.4|. Reported procedure: To a solution of 100 mg of auramycin A in 20 ml of acetone and 1 ml of methanol was added 1 ml of 0.2 N hydrochloric acid-methanol with stirring and reacted at room temperature for 40 minutes. The reaction mixture was neutralised by dilute sodium hydroxide solution and 20 ml of water was added and extracted with 20 ml of chloroform twice. The extracts were combined and concentrated to a small volume in vacuo. The concentrate was chromatographed by a column packed with silica gel (chloroform:meth... The reactants are TEA, NC=1C2=C(N=CN1)C(=CS2)C(=O)NC2=C(C=CC(=C2)N)C (4-Amino-N-(5-amino-2-methylphenyl)thieno[3,2-d]pyrimidine-7-carboxamide), FC(C=1C=C(C(=O)Cl)C=CC1)(F)F (3-(trifluoromethyl)benzoyl chloride). Run in C(C)(=O)OCC (ethyl acetate), C1CCOC1 (THF). Run at time 6 hour. The product is NC=1C2=C(N=CN1)C(=CS2)C(=O)NC2=C(C=CC(=C2)NC(C2=CC(=CC=C2)C(F)(F)F)=O)C (4-Amino-N-(2-methyl-5-(3-(trifluoromethyl)benzamido)phenyl)thieno[3,2-d]pyrimidine-7-carboxamide). Isolated yield 74.2%. RXN SMILES: [NH2:1][C:2]1[C:3]2[S:10][CH:9]=[C:8]([C:11]([NH:13][C:14]3[CH:19]=[C:18]([NH2:20])[CH:17]=[CH:16][C:15]=3[CH3:21])=[O:12])[C:4]=2[N:5]=[CH:6][N:7]=1.[F:22][C:23]([F:34])([F:33])[C:24]1[CH:25]=[C:26]([CH:30]=[CH:31][CH:32]=1)[C:27](Cl)=[O:28]>C1COCC1.C(OCC)(=O)C>[NH2:1][C:2]1[C:3]2[S:10][CH:9]=[C:8]([C:11]([NH:13][C:14]3[CH:19]=[C:18]([NH:20][C:27](=[O:28])[C:26]4[CH:30]=[CH:31][CH:32]=[C:24]([C:23]([F:22])([F:33])[F:34])[CH:25]=4)[CH:17]=[CH:16][C:15]=3[CH3:21])=[O:12])[C:4]=2[N:5]=[CH:6][N:7]=1. Procedure: 4-Amino-N-(5-amino-2-methylphenyl)thieno[3,2-d]pyrimidine-7-carboxamide (30 mg, 0.1 mmol) was dissolved in THF (1 mL) and TEA (42 μL, 0.30 mmol) was added thereto. 3-(trifluoromethyl)benzoyl chloride (19 μL, 0.13 mmol) was added to reaction mixture at 0° C. and stirred at room temperature for 6 hours. The reaction mixture was diluted with ethyl acetate (10 mL) and washed with brine. The organic layer was dried with MgSO4, filtered and concentrated under reduced pressure. The resulting mixture wa... The reactants are Cc1ccc(S(=O)(=O)OCC2Cc3cccc(OS(=O)(=O)C(F)(F)F)c3O2)cc1, [K+], [K+], [K+], O=P([O-])([O-])[O-], OB(O)c1ccc2ccccc2c1, c1ccc(P(c2ccccc2)(c2ccccc2)[Pd](P(c2ccccc2)(c2ccccc2)c2ccccc2)(P(c2ccccc2)(c2ccccc2)c2ccccc2)P(c2ccccc2)(c2ccccc2)c2ccccc2)cc1. The product is Cc1ccc(S(=O)(=O)OCC2Cc3cccc(-c4ccc5ccccc5c4)c3O2)cc1. As a reaction SMILES: [CH3:1][c:2]1[cH:3][cH:4][c:5]([S:8](=[O:9])(=[O:10])[O:11][CH2:12][CH:13]2[O:14][c:15]3[c:16]([cH:18][cH:19][cH:20][c:21]3[O:22][S:23]([C:24]([F:25])([F:26])[F:27])(=[O:28])=[O:29])[CH2:17]2)[cH:6][cH:7]1.[K+:48].[K+:49].[K+:50].[P:43]([O-:44])([O-:45])([O-:46])=[O:47].[cH:30]1[c:31]([B:40]([OH:41])[OH:42])[cH:32][cH:33][c:34]2[cH:35][cH:36][cH:37][cH:38][c:39]12.[cH:51]1[cH:52][cH:53][c:54]([P:55]([Pd:56]([P:57]([c:58]2[cH:59][cH:60][cH:61][cH:62][cH:63]2)([c:64]2[cH:65][cH:66][cH:67][cH:68][cH:69]2)[c:70]2[cH:71][cH:72][cH:73][cH:74][cH:75]2)([P:76]([c:77]2[cH:78][cH:79][cH:80][cH:81][cH:82]2)([c:83]2[cH:84][cH:85][cH:86][cH:87][cH:88]2)[c:89]2[cH:90][cH:91][cH:92][cH:93][cH:94]2)[P:95]([c:96]2[cH:97][cH:98][cH:99][cH:100][cH:101]2)([c:102]2[cH:103][cH:104][cH:105][cH:106][cH:107]2)[c:108]2[cH:109][cH:110][cH:111][cH:112][cH:113]2)([c:114]2[cH:115][cH:116][cH:117][cH:118][cH:119]2)[c:120]2[cH:121][cH:122][cH:123][cH:124][cH:125]2)[cH:126][cH:127]1>>[CH3:1][c:2]1[cH:3][cH:4][c:5]([S:8](=[O:9])(=[O:10])[O:11][CH2:12][CH:13]2[O:14][c:15]3[c:16]([cH:18][cH:19][cH:20][c:21]3-[c:31]3[cH:30][c:39]4[c:34]([cH:33][cH:32]3)[cH:35][cH:36][cH:37][cH:38]4)[CH2:17]2)[cH:6][cH:7]1. The solvent is C(Cl)(Cl)Cl (chloroform). Product: BrC1=CC(=C(C=C1)C1=NC=2C(=NC=C(C2)C(F)(F)F)N1C)S(=O)CC (2-(4-bromo-2-ethylsulfinylphenyl)-3-methyl-6-trifluoromethyl-3H-imidazo[4,5-b]pyridine), BrC1=CC(=C(C=C1)C1=NC=2C(=NC=C(C2)C(F)(F)F)N1C)S(=O)(=O)CC (2-(4-bromo-2-ethylsulfonylphenyl)-3-methyl-6-trifluoromethyl-3H-imidazo[4,5-b]pyridine). Procedure: To a mixture of 2-(4-bromo-2-ethylsulfanylphenyl)-3-methyl-6-trifluoromethyl-3H-imidazo[4,5-b]pyridine (0.40 g) and chloroform (5 ml), 3-chloroperbenzoic acid (purity: not less than 65%, 0.29 g) was added under ice-cooling, then heated to room temperature, and stirred for 2 hours. Into the reaction mixture, saturated aqueous sodium hydrogen carbonate solution and saturated aqueous sodium thiosulfate solution were poured, and extracted with chloroform. The combined organic layer was dried over ma... Reaction conditions: time 2 hour. The reactants are BrC1=CC(=C(C=C1)C1=NC=2C(=NC=C(C2)C(F)(F)F)N1C)SCC (2-(4-bromo-2-ethylsulfanylphenyl)-3-methyl-6-trifluoromethyl-3H-imidazo[4,5-b]pyridine), ClC1=CC(=CC=C1)C(=O)OO (3-chloroperbenzoic acid), C(O)([O-])=O.[Na+] (sodium hydrogen carbonate), S(=S)(=O)([O-])[O-].[Na+].[Na+] (sodium thiosulfate). Reaction SMILES: [Br:1][C:2]1[CH:7]=[CH:6][C:5]([C:8]2[N:20]([CH3:21])[C:11]3=[N:12][CH:13]=[C:14]([C:16]([F:19])([F:18])[F:17])[CH:15]=[C:10]3[N:9]=2)=[C:4]([S:22][CH2:23][CH3:24])[CH:3]=1.Cl[C:26]1C=CC=C(C(OO)=[O:33])[CH:27]=1.C(=O)([O-])O.[Na+].[S:41]([O-:45])([O-])(=[O:43])=S.[Na+].[Na+]>C(Cl)(Cl)Cl>[Br:1][C:2]1[CH:7]=[CH:6][C:5]([C:8]2[N:20]([CH3:21])[C:11]3=[N:12][CH:13]=[C:14]([C:16]([F:18])([F:19])[F:17])[CH:15]=[C:10]3[N:9]=2)=[C:4]([S:22]([CH2:23][CH3:24])=[O:33])[CH:3]=1.[Br:1][C:2]1[CH:7]=[CH:6][C:5]([C:8]2[N:20]([CH3:21])[C:11]3=[N:12][CH:13]=[C:14]([C:16]([F:18])([F:19])[F:17])[CH:15]=[C:10]3[N:9]=2)=[C:4]([S:41]([CH2:26][CH3:27])(=[O:45])=[O:43])[CH:3]=1 |f:2.3,4.5.6|. Reactants: Cn1cc(B2OC(C)(C)C(C)(C)O2)cn1, Nc1ncnc2c1c(I)nn2Cc1cc2c(Cl)cccc2nc1-c1ccccc1Cl, [Na+], [Na+], O=C([O-])[O-], CN(C)C=O, c1ccc(P(c2ccccc2)(c2ccccc2)[Pd](P(c2ccccc2)(c2ccccc2)c2ccccc2)(P(c2ccccc2)(c2ccccc2)c2ccccc2)P(c2ccccc2)(c2ccccc2)c2ccccc2)cc1. Yields the product Cn1cc(-c2nn(Cc3cc4c(Cl)cccc4nc3-c3ccccc3Cl)c3ncnc(N)c23)cn1. Reaction SMILES: [CH3:31][n:32]1[n:33][cH:34][c:35]([B:37]2[O:38][C:39]([CH3:40])([CH3:41])[C:42]([CH3:43])([CH3:44])[O:45]2)[cH:36]1.[Cl:1][c:2]1[c:3]2[cH:4][c:5]([CH2:19][n:20]3[n:21][c:22]([I:30])[c:23]4[c:24]3[n:25][cH:26][n:27][c:28]4[NH2:29])[c:6](-[c:12]3[c:13]([Cl:18])[cH:14][cH:15][cH:16][cH:17]3)[n:7][c:8]2[cH:9][cH:10][cH:11]1.[Na+:46].[Na+:47].[O-:48][C:49](=[O:50])[O-:51].[O:52]=[CH:53][N:54]([CH3:55])[CH3:56].[cH:57]1[cH:58][cH:59][c:60]([P:61]([Pd:62]([P:63]([c:64]2[cH:65][cH:66][cH:67][cH:68][cH:69]2)([c:70]2[cH:71][cH:72][cH:73][cH:74][cH:75]2)[c:76]2[cH:77][cH:78][cH:79][cH:80][cH:81]2)([P:82]([c:83]2[cH:84][cH:85][cH:86][cH:87][cH:88]2)([c:89]2[cH:90][cH:91][cH:92][cH:93][cH:94]2)[c:95]2[cH:96][cH:97][cH:98][cH:99][cH:100]2)[P:101]([c:102]2[cH:103][cH:104][cH:105][cH:106][cH:107]2)([c:108]2[cH:109][cH:110][cH:111][cH:112][cH:113]2)[c:114]2[cH:115][cH:116][cH:117][cH:118][cH:119]2)([c:120]2[cH:121][cH:122][cH:123][cH:124][cH:125]2)[c:126]2[cH:127][cH:128][cH:129][cH:130][cH:131]2)[cH:132][cH:133]1>>[Cl:1][c:2]1[c:3]2[cH:4][c:5]([CH2:19][n:20]3[n:21][c:22](-[c:35]4[cH:34][n:33][n:32]([CH3:31])[cH:36]4)[c:23]4[c:24]3[n:25][cH:26][n:27][c:28]4[NH2:29])[c:6](-[c:12]3[c:13]([Cl:18])[cH:14][cH:15][cH:16][cH:17]3)[n:7][c:8]2[cH:9][cH:10][cH:11]1.